This data is from the Open Reaction Database (ORD), a public repository of structured organic reaction records. The task is: describe an organic reaction: reactants, conditions, products, and yield Reactants: CCCCCCCCCCCCCCCCCC(=O)Cl, CC(=S)CC1OC(OCCCO)C(OCc2ccccc2)C(OCc2ccccc2)C1OCc1ccccc1, CO, ClCCl, c1ccncc1. Yields the product CCCCCCCCCCCCCCCCCC(=O)OCCCOC1OC(CC(C)=S)C(OCc2ccccc2)C(OCc2ccccc2)C1OCc1ccccc1. RXN SMILES: [C:40]([CH2:41][CH2:42][CH2:43][CH2:44][CH2:45][CH2:46][CH2:47][CH2:48][CH2:49][CH2:50][CH2:51][CH2:52][CH2:53][CH2:54][CH2:55][CH2:56][CH3:57])(=[O:58])[Cl:59].[CH2:1]([c:2]1[cH:3][cH:4][cH:5][cH:6][cH:7]1)[O:8][CH:9]1[CH:10]([O:35][CH2:36][CH2:37][CH2:38][OH:39])[O:11][CH:12]([CH2:31][C:32]([CH3:33])=[S:34])[CH:13]([O:23][CH2:24][c:25]2[cH:26][cH:27][cH:28][cH:29][cH:30]2)[CH:14]1[O:15][CH2:16][c:17]1[cH:18][cH:19][cH:20][cH:21][cH:22]1.[CH3:66][OH:67].[Cl:68][CH2:69][Cl:70].[cH:60]1[cH:61][cH:62][n:63][cH:64][cH:65]1>>[CH2:1]([c:2]1[cH:3][cH:4][cH:5][cH:6][cH:7]1)[O:8][CH:9]1[CH:10]([O:35][CH2:36][CH2:37][CH2:38][O:39][C:40]([CH2:41][CH2:42][CH2:43][CH2:44][CH2:45][CH2:46][CH2:47][CH2:48][CH2:49][CH2:50][CH2:51][CH2:52][CH2:53][CH2:54][CH2:55][CH2:56][CH3:57])=[O:58])[O:11][CH:12]([CH2:31][C:32]([CH3:33])=[S:34])[CH:13]([O:23][CH2:24][c:25]2[cH:26][cH:27][cH:28][cH:29][cH:30]2)[CH:14]1[O:15][CH2:16][c:17]1[cH:18][cH:19][cH:20][cH:21][cH:22]1. The reactants are BrC=1C=C2C(C(NC2=C(C1)F)=O)(C)C (5-Bromo-7-fluoro-3,3-dimethyl-1,3-dihydro-indol-2-one), CN1C(=CC=C1C#N)B(O)O (1-methyl-5-cyano-2-pyrroleboronic acid), [F-].[K+] (KF), Pd2(dba)3 monochloroform. Run at temperature 25 celsius, time 5 hour. Product: FC=1C=C(C=C2C(C(NC12)=O)(C)C)C1=CC=C(N1C)C#N (5-(7-fluoro-3,3-dimethyl-2-oxo-2,3-dihydro-1H-indol-5-yl)-1-methyl-1H-pyrrole-2-carbonitrile). Isolated yield 79.4%. RXN SMILES: Br[C:2]1[CH:3]=[C:4]2[C:8](=[C:9]([F:11])[CH:10]=1)[NH:7][C:6](=[O:12])[C:5]2([CH3:14])[CH3:13].[CH3:15][N:16]1[C:20]([C:21]#[N:22])=[CH:19][CH:18]=[C:17]1B(O)O.[F-].[K+]>>[F:11][C:9]1[CH:10]=[C:2]([C:17]2[N:16]([CH3:15])[C:20]([C:21]#[N:22])=[CH:19][CH:18]=2)[CH:3]=[C:4]2[C:8]=1[NH:7][C:6](=[O:12])[C:5]2([CH3:14])[CH3:13] |f:2.3|. Procedure details: 5-Bromo-7-fluoro-3,3-dimethyl-1,3-dihydro-indol-2-one (5.16 g, 20.0 mmol), 1-methyl-5-cyano-2-pyrroleboronic acid (5.4 g, 36 mmol), KF (3.83 g, 66 mmol), and Pd2(dba)3 monochloroform adduct (516 mg, 0.500 mmol) were added to a 200 mL round bottom flask under nitrogen. The flask was sealed and purged with nitrogen for 5 min. THF (50 mL) was added and the mixture was purged with nitrogen for an additional 5 min. A solution of tri-t-butylphosphine (10% wt in hexanes) (2.97 mL, 1.00 mmol) was added ... Reactants: COC=1C=C2C(=CC=NC2=CC1)[C@H]1OC1 ([R]-2-(6-Methoxyquinolin-4-yl)oxirane), O1CCOC12CCNCC2 (1,4-dioxa-8-azaspiro-[4,5]-decane), [O-]S(=O)(=O)C(F)(F)F.[Yb+3].[O-]S(=O)(=O)C(F)(F)F.[O-]S(=O)(=O)C(F)(F)F (ytterbium triflate). Run in ClCCl (dichloromethane). Conditions: time 6 hour. The product is O1CCOC12CCN(CC2)C[C@H](O)C2=CC=NC1=CC=C(C=C21)OC ((R)-2-(1,4-Dioxa-8-aza-spiro[4.5]dec-8-yl)-1-(6-methoxyquinolin-4-yl)-ethanol). RXN SMILES: [CH3:1][O:2][C:3]1[CH:4]=[C:5]2[C:10](=[CH:11][CH:12]=1)[N:9]=[CH:8][CH:7]=[C:6]2[C@@H:13]1[CH2:15][O:14]1.[O:16]1[C:20]2([CH2:25][CH2:24][NH:23][CH2:22][CH2:21]2)[O:19][CH2:18][CH2:17]1.[O-]S(C(F)(F)F)(=O)=O.[Yb+3].[O-]S(C(F)(F)F)(=O)=O.[O-]S(C(F)(F)F)(=O)=O>ClCCl>[O:16]1[C:20]2([CH2:25][CH2:24][N:23]([CH2:15][C@@H:13]([C:6]3[C:5]4[C:10](=[CH:11][CH:12]=[C:3]([O:2][CH3:1])[CH:4]=4)[N:9]=[CH:8][CH:7]=3)[OH:14])[CH2:22][CH2:21]2)[O:19][CH2:18][CH2:17]1 |f:2.3.4.5|. Procedure: [R]-2-(6-Methoxyquinolin-4-yl)oxirane (1b) (470 mg) and 1,4-dioxa-8-azaspiro-[4,5]-decane (0.33 ml) were dissolved in dry dichloromethane (5 ml) and ytterbium triflate (30 mol %) was added. The mixture was stirred for 6 hours, filtered through celite, evaporated and chromatographed on silica gel (dichloromethane then methanol-dichloromethane) to afford the title compound (690 mg). The product is [Na]C1=C(/C=C/C2=C(C=C(C=C2)C(=O)OC)S(=O)(=O)O)C=CC=C1 (Trans-methyl 2'-Sodiosulfostilbene-4-carboxylate). The reagents and catalysts are CS(=O)(=O)O (methanesulfonic acid). Starting materials: C1(=CC=CC=C1)[PH+](C1=CC=CC=C1)C1=CC=CC=C1.C(=O)(O)COC1=CC=C(C=C1)C (Triphenylphosphonium (4-carboxymethoxyphenyl)methane), C[O-].[Na+] (sodium methoxide), C(=O)C1=C(C=CC=C1)S(=O)(=O)O (2-formylbenzenesulfonic acid), [Na] (sodium), hydrate, CO (methanol). Reaction SMILES: C1([PH+](C2C=CC=CC=2)C2C=CC=CC=2)C=CC=CC=1.C(CO[C:25]1[CH:30]=[CH:29][C:28]([CH3:31])=[CH:27][CH:26]=1)(O)=O.[CH:32]([C:34]1[CH:39]=[CH:38][CH:37]=[CH:36][C:35]=1[S:40]([OH:43])(=[O:42])=[O:41])=O.[Na].[CH3:45][O-:46].[Na+:47].[CH3:48][OH:49]>CS(O)(=O)=O>[Na:47][C:27]1[CH:26]=[CH:25][CH:30]=[CH:29][C:28]=1/[CH:31]=[CH:32]/[C:34]1[CH:39]=[CH:38][C:37]([C:45]([O:49][CH3:48])=[O:46])=[CH:36][C:35]=1[S:40]([OH:43])(=[O:42])=[O:41] |f:0.1,4.5,^1:43|. Procedure details: To 146 gm (0.327 mol) of the adduct prepared in Example 10 in a 2 L, three-neck round bottom flask equipped with a magnetic stirring bar, condenser, addition funnel, and thermometer connected to a temperature controlling device (Thermowatch, I2R), is added 2-formylbenzenesulfonic acid, sodium salt, hydrate (Aldrich, 80 gm, ~0.35 mol), and methanol (Baker, ~900 gm). The solution is heated to reflux under argon, and sodium methoxide (Aldrich, 80.8 gm of 25% solution in methanol, 0.374 mol) is adde...